This data is from the Open Reaction Database (ORD), a public repository of structured organic reaction records. The task is: describe an organic reaction: reactants, conditions, products, and yield Reactants: CC1=C(C=CC(=C1)C)N1CCN(CC1)C(=O)C1=CC=C(C=C1)N1CC(CC1=O)C(=O)O (1-{4-[4-(2,4-dimethylphenyl)piperazine-1-carbonyl]phenyl}-5-oxopyrrolidine-3-carboxylic acid), Cl.F[C@@H]1CNCC1 ((S)-3-fluoropyrrolidine hydrochloride). Yields the product CC1=C(C=CC(=C1)C)N1CCN(CC1)C(=O)C1=CC=C(C=C1)N1C(CC(C1)C(=O)N1C[C@H](CC1)F)=O (1-{4-[4-(2,4-dimethylphenyl)piperazine-1-carbonyl]phenyl}-4-[(S)-3-fluoropyrrolidine-1-carbonyl]pyrrolidin-2-one). Isolated yield 17.9%. Reaction SMILES: [CH3:1][C:2]1[CH:7]=[C:6]([CH3:8])[CH:5]=[CH:4][C:3]=1[N:9]1[CH2:14][CH2:13][N:12]([C:15]([C:17]2[CH:22]=[CH:21][C:20]([N:23]3[C:27](=[O:28])[CH2:26][CH:25]([C:29]([OH:31])=O)[CH2:24]3)=[CH:19][CH:18]=2)=[O:16])[CH2:11][CH2:10]1.Cl.[F:33][C@H:34]1[CH2:38][CH2:37][NH:36][CH2:35]1>>[CH3:1][C:2]1[CH:7]=[C:6]([CH3:8])[CH:5]=[CH:4][C:3]=1[N:9]1[CH2:10][CH2:11][N:12]([C:15]([C:17]2[CH:22]=[CH:21][C:20]([N:23]3[CH2:24][CH:25]([C:29]([N:36]4[CH2:37][CH2:38][C@H:34]([F:33])[CH2:35]4)=[O:31])[CH2:26][C:27]3=[O:28])=[CH:19][CH:18]=2)=[O:16])[CH2:13][CH2:14]1 |f:1.2|. Procedure details: Using 1-{4-[4-(2,4-dimethylphenyl)piperazine-1-carbonyl]phenyl}-5-oxopyrrolidine-3-carboxylic acid (62 mg) described in Example 333 and (S)-3-fluoropyrrolidine hydrochloride (19 mg) and by the reaction and treatment in the same manner as in Example 86, the title compound (13 mg) was obtained. Starting materials: C(=O)=O.CC(=O)C (dry-ice acetone), [N+](=O)([O-])C=1C=C(C=CC1)CC#N (3-nitrophenylacetonitrile), ICC (iodoethane), CC(C)([O-])C.[K+] (potassium tert-butoxide), C1COCCOCCOCCOCCOCCO1 (18-crown-6), [Cl-].[NH4+] (ammonium chloride). The solvent is O1CCCC1 (tetrahydrofuran). Conditions: time 18 hour. Product: C(C)C(C#N)(CC)C1=CC(=CC=C1)[N+](=O)[O-] (2-ethyl-2-(3-nitro-phenyl)-butyronitrile). Yield: 80.0%. RXN SMILES: C(=O)=O.C[C:5]([CH3:7])=O.[N+:8]([C:11]1[CH:12]=[C:13]([CH2:17][C:18]#[N:19])[CH:14]=[CH:15][CH:16]=1)([O-:10])=[O:9].I[CH2:21][CH3:22].CC(C)([O-])C.[K+].C1OCCOCCOCCOCCOCCOC1.[Cl-].[NH4+]>O1CCCC1>[CH2:21]([C:17]([C:13]1[CH:14]=[CH:15][CH:16]=[C:11]([N+:8]([O-:10])=[O:9])[CH:12]=1)([CH2:5][CH3:7])[C:18]#[N:19])[CH3:22] |f:0.1,4.5,7.8|. Reported procedure: A dry-ice/acetone cooled solution of 2 g (12 mmol) of 3-nitrophenylacetonitrile in 100 ml of tetrahydrofuran was treated with 4.4 g (26.5 mmol) of iodoethane, 3 g (27 mmol) of potassium tert-butoxide and 800 mg (3 mmol) of 18-crown-6. The mixture was stirred for 18 hours allowing the reaction temperature to steadily rise to ambient temperature. 100 ml of saturated aqueous ammonium chloride were added and the organic phase separated, dried over magnesium sulfate, filtered and evaporated. The prod...